From a dataset of the Open Reaction Database (ORD), a public repository of structured organic reaction records. describe an organic reaction: reactants, conditions, products, and yield Starting materials: COC(=N)N[N+](=O)[O-], Cl, NCc1ccc(Cl)nc1, [Na+], [OH-], O. Product: COC(=N[N+](=O)[O-])NCc1ccc(Cl)nc1. RXN SMILES: [CH3:1][O:2][C:3]([NH:4][N+:5](=[O:6])[O-:7])=[NH:8].[ClH:9].[NH2:10][CH2:11][c:12]1[cH:13][cH:14][c:15]([Cl:18])[n:16][cH:17]1.[Na+:20].[OH-:19].[OH2:21]>>[CH3:1][O:2][C:3](=[N:4][N+:5](=[O:6])[O-:7])[NH:8][CH2:11][c:12]1[cH:13][cH:14][c:15]([Cl:18])[n:16][cH:17]1.